Dataset: the Open Reaction Database (ORD), a public repository of structured organic reaction records. Task: describe an organic reaction: reactants, conditions, products, and yield RXN SMILES: [BH4-:14].[CH3:16][OH:17].[CH3:1][O:2][c:3]1[cH:4][c:5]2[c:10]([cH:11][cH:12]1)[CH:9]=[N:8][CH2:7][CH2:6]2.[Na+:15].[OH2:13]>>[CH3:1][O:2][c:3]1[cH:4][c:5]2[c:10]([cH:11][cH:12]1)[CH2:9][NH:8][CH2:7][CH2:6]2. The product is COc1ccc2c(c1)CCNC2. Reactants: [BH4-], CO, COc1ccc2c(c1)CCN=C2, [Na+], O.